This data is from the Open Reaction Database (ORD), a public repository of structured organic reaction records. The task is: describe an organic reaction: reactants, conditions, products, and yield The reactants are CN(C1(CCC(CC1)=O)C1=CC=CC=C1)C (4-Dimethylamino-4-phenylcyclohexanone), Cl.NO (hydroxylamine hydrochloride), 21. Solvent: C(C)O (ethanol). Reaction conditions: time 8 hour. The product is CN(C1(CCC(CC1)=NO)C1=CC=CC=C1)C (4-dimethylamino-4-phenyl-cyclohexanone oxime). Isolated yield 102.9%. As a reaction SMILES: [CH3:1][N:2]([CH3:16])[C:3]1([C:10]2[CH:15]=[CH:14][CH:13]=[CH:12][CH:11]=2)[CH2:8][CH2:7][C:6](=O)[CH2:5][CH2:4]1.Cl.[NH2:18][OH:19]>C(O)C>[CH3:1][N:2]([CH3:16])[C:3]1([C:10]2[CH:15]=[CH:14][CH:13]=[CH:12][CH:11]=2)[CH2:8][CH2:7][C:6](=[N:18][OH:19])[CH2:5][CH2:4]1 |f:1.2|. Procedure details: 4-Dimethylamino-4-phenylcyclohexanone (10 g) and hydroxylamine hydrochloride (4.8 g) were dissolved in absolute ethanol (120 ml), basic ion exchanger Amberlyst A 21 (30.7 g) was added to the solution, and stirring was carried out overnight at RT. The ion exchanger was filtered off and washed with ethanol (3×50 ml) on the frit. The ethanol was removed in vacuo and the residue was adjusted to pH 11 with 5M NaOH, diluted with water and extracted with ethyl acetate (4×30 ml). The combined extracts w...